This data is from the Open Reaction Database (ORD), a public repository of structured organic reaction records. The task is: describe an organic reaction: reactants, conditions, products, and yield Reactants: COc1ccc(O)cc1OC, CC(C)C(=O)Nc1cccc(C2CCN(CCCCCC(O)c3ccccc3F)CC2)c1. Yields the product COc1ccc(OC(CCCCCN2CCC(c3cccc(NC(=O)C(C)C)c3)CC2)c2ccccc2F)cc1OC. RXN SMILES: [CH3:1][O:2][c:3]1[cH:4][c:5]([OH:11])[cH:6][cH:7][c:8]1[O:9][CH3:10].[F:12][c:13]1[c:14]([CH:19]([CH2:20][CH2:21][CH2:22][CH2:23][CH2:24][N:25]2[CH2:26][CH2:27][CH:28]([c:31]3[cH:32][c:33]([NH:37][C:38]([CH:39]([CH3:40])[CH3:41])=[O:42])[cH:34][cH:35][cH:36]3)[CH2:29][CH2:30]2)[OH:43])[cH:15][cH:16][cH:17][cH:18]1>>[CH3:1][O:2][c:3]1[cH:4][c:5]([O:11][CH:19]([c:14]2[c:13]([F:12])[cH:18][cH:17][cH:16][cH:15]2)[CH2:20][CH2:21][CH2:22][CH2:23][CH2:24][N:25]2[CH2:26][CH2:27][CH:28]([c:31]3[cH:32][c:33]([NH:37][C:38]([CH:39]([CH3:40])[CH3:41])=[O:42])[cH:34][cH:35][cH:36]3)[CH2:29][CH2:30]2)[cH:6][cH:7][c:8]1[O:9][CH3:10]. The reactants are C1(CC1)CC(C(C(C)([N+](=O)[O-])C)C1=CC=C(C=C1)Cl)=O (1-cyclopropyl-3-(p-chlorophenyl)-4-methyl-4-nitropentanone), N (ammonia). Reagents/catalysts: [Ni] (Raney Nickel). Run in C(C)O (ethanol). The product is Cl.C1(CC1)C1NC(C(C1)C1=CC=C(C=C1)Cl)(C)C (2-cyclopropyl-4-(p-chlorophenyl)-5,5-dimethyl-pyrrolidine hydrochloride). As a reaction SMILES: [CH:1]1([CH2:4][C:5](=O)[CH:6]([C:13]2[CH:18]=[CH:17][C:16]([Cl:19])=[CH:15][CH:14]=2)[C:7]([CH3:12])([N+:9]([O-])=O)[CH3:8])[CH2:3][CH2:2]1.N>C(O)C.[Ni]>[ClH:19].[CH:1]1([CH:4]2[CH2:5][CH:6]([C:13]3[CH:18]=[CH:17][C:16]([Cl:19])=[CH:15][CH:14]=3)[C:7]([CH3:12])([CH3:8])[NH:9]2)[CH2:3][CH2:2]1 |f:4.5|. Reported procedure: 15.3 G of 1-cyclopropyl-3-(p-chlorophenyl)-4-methyl-4-nitropentanone in 200 ml of ethanol saturated with ammonia are hydrogenated for 7 hours 30 minutes under 100 atmospheres at 120° C in the presence of 8 g of Raney Nickel. After filtration and concentration of the filtrate in vacuo, the residue is diluted with ethanol-ether (50:50) and the base is neutralised with hydrogen chloride in ether. The precipitate so obtained is filtered off, washed with ether and recrystallized from isopropanol to g... Starting materials: NC1=CC=CC=C1 (aniline), O1CCCC=C1 (3,4-dihydro-2H-pyran), OC=1C=C(C=O)C=CC1 (3-hydroxybenzaldehyde), C(C)(C)(C)C1=CC=C(N)C=C1 (4-tert-butylaniline), FC(C(=O)O)(F)F (trifluoroacetic acid), FC(C(=O)O)(F)F (trifluoroacetic acid). The solvent is C(C)#N (acetonitrile), C(C)#N (acetonitrile). Run at temperature 50 celsius, time 2 hour. The product is C(C)(C)(C)C1=CC=2C3C(C(NC2C=C1)C=1C=C(C=CC1)O)CCCO3 (3-(9-tert-Butyl-3,4,4a,5,6,10b-hexahydro-2H-pyrano[3,2-c]quinolin-5-yl)phenol). As a reaction SMILES: [C:1]([C:5]1[CH:11]=[CH:10][C:8]([NH2:9])=[CH:7][CH:6]=1)([CH3:4])([CH3:3])[CH3:2].FC(F)(F)C(O)=O.[O:19]1[CH:24]=[CH:23][CH2:22][CH2:21][CH2:20]1.[OH:25][C:26]1[CH:27]=[C:28]([CH:31]=[CH:32][CH:33]=1)[CH:29]=O.NC1C=CC=CC=1>C(#N)C>[C:1]([C:5]1[CH:6]=[CH:7][C:8]2[NH:9][CH:29]([C:28]3[CH:27]=[C:26]([OH:25])[CH:33]=[CH:32][CH:31]=3)[CH:21]3[CH2:22][CH2:23][CH2:24][O:19][CH:20]3[C:10]=2[CH:11]=1)([CH3:4])([CH3:2])[CH3:3]. Reported procedure: 99.0 g (663 mmol) of 4-tert-butylaniline was dissolved in 500 ml of acetonitrile, and 51.6 ml (670 mmol) of trifluoroacetic acid was added with ice-cooling. 46.4 g (670 mmol) of 3,4-dihydro-2H-pyran and 81.8 g (670 mmol) of 3-hydroxybenzaldehyde in 500 ml of acetonitrile were initially introduced in a second flask with ice-cooling. The aniline*|trifluoroacetic acid salt pre-cooled to 50° C. was added rapidly to this reaction solution, and stirring was continued at this temperature for about 2 h.... Starting materials: CC(C)(C)OC(=O)N1CC=C(OS(=O)(=O)C(F)(F)F)CC1, O=C([O-])[O-], CC1(C)OB(c2ccc(N)cc2)OC1(C)C, CCOC(C)=O, Cc1ccccc1, CCO, [Na+], [Na+], c1ccc(P(c2ccccc2)(c2ccccc2)[Pd](P(c2ccccc2)(c2ccccc2)c2ccccc2)(P(c2ccccc2)(c2ccccc2)c2ccccc2)P(c2ccccc2)(c2ccccc2)c2ccccc2)cc1. The product is CC(C)(C)OC(=O)N1CC=C(c2ccc(N)cc2)CC1. Reaction SMILES: [C:1]([CH3:2])([CH3:3])([CH3:4])[O:5][C:6](=[O:7])[N:8]1[CH2:9][CH2:10][C:11]([O:14][S:15]([C:16]([F:17])([F:18])[F:19])(=[O:20])=[O:21])=[CH:12][CH2:13]1.[C:38](=[O:39])([O-:40])[O-:41].[CH3:22][C:23]1([CH3:24])[C:25]([CH3:26])([CH3:27])[O:28][B:29]([c:30]2[cH:31][cH:32][c:33]([NH2:36])[cH:34][cH:35]2)[O:37]1.[CH3:44][CH2:45][O:46][C:47]([CH3:48])=[O:49].[CH3:50][c:51]1[cH:52][cH:53][cH:54][cH:55][cH:56]1.[CH3:57][CH2:58][OH:59].[Na+:42].[Na+:43].[cH:60]1[cH:61][cH:62][c:63]([P:64]([Pd:65]([P:66]([c:67]2[cH:68][cH:69][cH:70][cH:71][cH:72]2)([c:73]2[cH:74][cH:75][cH:76][cH:77][cH:78]2)[c:79]2[cH:80][cH:81][cH:82][cH:83][cH:84]2)([P:85]([c:86]2[cH:87][cH:88][cH:89][cH:90][cH:91]2)([c:92]2[cH:93][cH:94][cH:95][cH:96][cH:97]2)[c:98]2[cH:99][cH:100][cH:101][cH:102][cH:103]2)[P:104]([c:105]2[cH:106][cH:107][cH:108][cH:109][cH:110]2)([c:111]2[cH:112][cH:113][cH:114][cH:115][cH:116]2)[c:117]2[cH:118][cH:119][cH:120][cH:121][cH:122]2)([c:123]2[cH:124][cH:125][cH:126][cH:127][cH:128]2)[c:129]2[cH:130][cH:131][cH:132][cH:133][cH:134]2)[cH:135][cH:136]1>>[C:1]([CH3:2])([CH3:3])([CH3:4])[O:5][C:6](=[O:7])[N:8]1[CH2:9][CH2:10][C:11]([c:30]2[cH:31][cH:32][c:33]([NH2:36])[cH:34][cH:35]2)=[CH:12][CH2:13]1.